Dataset: the Open Reaction Database (ORD), a public repository of structured organic reaction records. Task: describe an organic reaction: reactants, conditions, products, and yield Procedure: This isomerization reaction has been examined to a very large extent with regard to its mechanism and action of catalysts (J.Amer.Chem.Soc. 84, 3307 (1962)) and it was found that acidic catalysts are required for an isomerization and that of a great number of substances tested only silica gel and aluminum silicate in the form of pumice may practically be used as catalysts. But the activity and selectivity of these catalysts are not yet satisfactory from the economical point of view. Thus, the be... Reactants: [Si]([O-])([O-])([O-])[O-].[Al+3].[Si]([O-])([O-])([O-])[O-].[Si]([O-])([O-])([O-])[O-].[Al+3].[Al+3].[Al+3] (aluminum silicate), C(C1=CC=CC=C1)OCC1=CC=CC=C1 (benzyl ether), OCC(C=O)(C)C (hydroxypivalaldehyde). Reaction SMILES: [Si]([O-])([O-])([O-])[O-].[Al+3].[Si]([O-])([O-])([O-])[O-].[Si]([O-])([O-])([O-])[O-].[Al+3].[Al+3].[Al+3].[CH2:20]([O:27][CH2:28][C:29]1[CH:34]=CC=C[CH:30]=1)[C:21]1[CH:26]=CC=C[CH:22]=1.OCC(C)(C)C=O>>[CH3:22][CH:21]([CH3:26])[CH2:20][O:27][CH2:28][CH:29]([CH3:34])[CH3:30] |f:0.1.2.3.4.5.6|. Yields the product CC(COCC(C)C)C (2-methylpropyl ether).